Dataset: the Open Reaction Database (ORD), a public repository of structured organic reaction records. Task: describe an organic reaction: reactants, conditions, products, and yield The reactants are ClCl (Chlorine), ClCC(C(F)(F)F)(F)F (1-chloro-2,2,3,3,3-pentafluoropropane). Product: ClC(C(C(F)(F)F)(F)F)Cl (1,1-dichloro-2,2,3,3,3-pentafluoropropane). As a reaction SMILES: [Cl:1]Cl.[Cl:3][CH2:4][C:5]([F:11])([F:10])[C:6]([F:9])([F:8])[F:7]>>[Cl:3][CH:4]([Cl:1])[C:5]([F:11])([F:10])[C:6]([F:9])([F:8])[F:7]. Reported procedure: Until HCFC-225ca becomes available in commercial quantities, HCFC-225ca may be prepared by a standard and well-known organic synthesis technique. For example, to prepare 1,1-dichloro-2,2,3,3,3-pentafluoropropane, 2,2,3,3,3-pentafluoro-1-propanol and p-toluenesulfonate chloride are reacted together to form 2,2,3,3,3-pentafluoropropyl-p-toluenesulfonate. Then, N-methylpyrrolidone, lithium chloride, and the 2,2,3,3,3-pentafluoropropyl-p-toluenesulfonate are reacted together to form 1-chloro-2,2,3,3... Starting materials: CC1Cc2ccccc2C(c2ccc(Cl)cc2)N1, ClCCl, O=C=Nc1ccc(F)cc1. Yields the product CC1Cc2ccccc2C(c2ccc(Cl)cc2)N1C(=O)Nc1ccc(F)cc1. As a reaction SMILES: [Cl:1][c:2]1[cH:3][cH:4][c:5]([CH:8]2[NH:9][CH:10]([CH3:18])[CH2:11][c:12]3[cH:13][cH:14][cH:15][cH:16][c:17]32)[cH:6][cH:7]1.[Cl:29][CH2:30][Cl:31].[F:19][c:20]1[cH:21][cH:22][c:23]([N:26]=[C:27]=[O:28])[cH:24][cH:25]1>>[Cl:1][c:2]1[cH:3][cH:4][c:5]([CH:8]2[N:9]([C:27]([NH:26][c:23]3[cH:22][cH:21][c:20]([F:19])[cH:25][cH:24]3)=[O:28])[CH:10]([CH3:18])[CH2:11][c:12]3[cH:13][cH:14][cH:15][cH:16][c:17]32)[cH:6][cH:7]1. The reactants are NC1=C(C=C2C(C(NC2=C1)=O)=CC1=C(C=2C(N(CCC2N1)CCN(CC)CC)=O)C)F (2-(6-amino-5-fluoro-2-oxo-1,2-dihydro-indol-3-ylidenemethyl)-5-(2-diethylamino-ethyl)-3-methyl-1,5,6,7-tetrahydro-pyrrolo[3,2-c]pyridin-4-one), N1CCCCC1 (piperidine), COCC(=O)Cl (methoxyacetyl chloride). Solvent: O1CCCC1 (tetrahydrofuran), O1CCCC1 (tetrahydrofuran). Run at temperature -50 celsius, time 8 hour. The product is FC=1C=C2CC(NC2=CC1NC(COC)=O)=O (N-(5-fluoro-2-oxo-2,3-dihydro-1H-indol-6-yl)-2-methoxy-acetamide). The yield is 68.8%. RXN SMILES: [NH2:1][C:2]1[CH:10]=[C:9]2[C:5]([C:6](=CC3NC4CCN(CCN(CC)CC)C(=O)C=4C=3C)[C:7](=[O:11])[NH:8]2)=[CH:4][C:3]=1[F:31].N1CCCCC1.[CH3:38][O:39][CH2:40][C:41](Cl)=[O:42]>O1CCCC1>[F:31][C:3]1[CH:4]=[C:5]2[C:9](=[CH:10][C:2]=1[NH:1][C:41](=[O:42])[CH2:40][O:39][CH3:38])[NH:8][C:7](=[O:11])[CH2:6]2. Reported procedure: A stirred solution of d 6-amino-5-fluoro-1,3-dihydro-indol-2-one (2.028 g, 12.2 mmol) obtained from Example 7 in 30 ml of tetrahydrofuran was added with piperidine (1.3 ml). The mixture was cooled to −50° C. in an ethanol-dry ice bath and added with methoxyacetyl chloride (1.35 g, 12.5 mmol) in 20 ml of tetrahydrofuran dropwise. Upon the completion of the addition, the resulting mixture was stirred at the room temperature overnight until the precipitate was formed. The solid was filtered, washed... The reactants are C, CCCCCCCCCCCCCCOc1ccc([N+](=O)[O-])cc1, CCO, CCOC(C)=O, [Pd]. Yields the product CCCCCCCCCCCCCCOc1ccc(N)cc1. RXN SMILES: [C:34].[CH2:1]([CH2:2][CH2:3][CH2:4][CH2:5][CH2:6][CH2:7][CH2:8][CH2:9][CH2:10][CH2:11][CH2:12][CH2:13][CH3:14])[O:15][c:16]1[cH:17][cH:18][c:19]([N+:22]([O-:23])=[O:24])[cH:20][cH:21]1.[CH2:25]([OH:26])[CH3:27].[CH3:28][CH2:29][O:30][C:31](=[O:32])[CH3:33].[Pd:35]>>[CH2:1]([CH2:2][CH2:3][CH2:4][CH2:5][CH2:6][CH2:7][CH2:8][CH2:9][CH2:10][CH2:11][CH2:12][CH2:13][CH3:14])[O:15][c:16]1[cH:17][cH:18][c:19]([NH2:22])[cH:20][cH:21]1. Reactants: Cl.N1CCC(CC1)NC(=O)C1=CNC2=C1N=CN=C2C2=C(C=CC=1OCOC12)OCC1CC1 (4-(5-cyclopropylmethoxy-benzo[1,3]dioxol-4-yl)-5H-pyrrolo[3,2-d]pyrimidine-7-carboxylic acid piperidin-4-ylamide hydrochloride), ClC(=O)[C@H](C)OC(C)=O (acetic acid (S)-1-chlorocarbonyl-ethyl ester). The product is O[C@H](C(=O)N1CCC(CC1)NC(=O)C1=CNC2=C1N=CN=C2C2=C(C=CC=1OCOC12)OCC1CC1)C (4-(5-Cyclopropylmethoxy-benzo[1,3]dioxol-4-yl)-5H-pyrrolo[3,2-d]pyrimidine-7-carboxylic acid [1-((S)-2-hydroxy-propanoyl)-piperidin-4-yl]amide). RXN SMILES: Cl.[NH:2]1[CH2:7][CH2:6][CH:5]([NH:8][C:9]([C:11]2[C:15]3[N:16]=[CH:17][N:18]=[C:19]([C:20]4[C:28]5[O:27][CH2:26][O:25][C:24]=5[CH:23]=[CH:22][C:21]=4[O:29][CH2:30][CH:31]4[CH2:33][CH2:32]4)[C:14]=3[NH:13][CH:12]=2)=[O:10])[CH2:4][CH2:3]1.Cl[C:35]([C@@H:37]([O:39]C(=O)C)[CH3:38])=[O:36]>>[OH:39][C@@H:37]([CH3:38])[C:35]([N:2]1[CH2:7][CH2:6][CH:5]([NH:8][C:9]([C:11]2[C:15]3[N:16]=[CH:17][N:18]=[C:19]([C:20]4[C:28]5[O:27][CH2:26][O:25][C:24]=5[CH:23]=[CH:22][C:21]=4[O:29][CH2:30][CH:31]4[CH2:32][CH2:33]4)[C:14]=3[NH:13][CH:12]=2)=[O:10])[CH2:4][CH2:3]1)=[O:36] |f:0.1|. Procedure details: Starting from 4-(5-cyclopropylmethoxy-benzo[1,3]dioxol-4-yl)-5H-pyrrolo[3,2-d]pyrimidine-7-carboxylic acid piperidin-4-ylamide hydrochloride (example A138) and acetic acid (S)-1-chlorocarbonyl-ethyl ester the title compound is obtained as colorless solid. Reactants: C(CCC)C1=NC(=C(C(N1CC1=CC=C(C=C1)C1=C(C=CC=C1)C1=NN=NN1)=O)CC(=O)N1CCSCC1)C (2-n-butyl-5-thiomorpholinocarbonylmethyl-6-methyl-3-[[2'-(1H-tetrazol-5-yl)biphenyl-4-yl]methyl]-pyrimidin-4-(3H)-one), C(CCC)C1=NC(=C(C(N1CC1=CC=C(C=C1)C1=C(C=CC=C1)C1=NN=NN1)=O)CC(=O)N1CCN(CC1)C)C (2-n-butyl-5-(4'-methylpiperazinocarbonylmethyl)-6-methyl-3-[[2'-(1H-tetrazol-5-yl)biphenyl-4-yl]methyl]-pyrimidin-4-(3H)-one), C(CCC)C1=NC(=C(C(N1CC1=CC=C(C=C1)C1=C(C=CC=C1)C1=NN=NN1)=O)CC(=O)N1CCN(CC1)C(C)=O)C (2-n-butyl-5-(4'-acetylpiperazinocarbonylmethyl)-6-methyl-3-[[2'-(1H-tetrazol-5-yl)biphenyl-4-yl]methyl]-pyrimidin-4-(3H)-one), C(CCC)C1=NC(=C(C(N1CC1=CC=C(C=C1)C1=C(C=CC=C1)C1=NN=NN1)=O)CC(=O)N1CCSCC1)C (2-n-butyl-5-thiomorpholinocarbonylmethyl-6-methyl-3-[[2'-(1H-tetrazol-5-yl)biphenyl-4-yl]methyl]-pyrimidin-4-(3H)-one), C(CCC)C1=NC(=C(C(N1CC1=CC=C(C=C1)C1=C(C=CC=C1)C1=NN=NN1)=O)CC(=O)N1CCN(CC1)C)C (2-n-butyl-5-(4'-methylpiperazinocarbonylmethyl)-6-methyl-3-[[2'-(1H-tetrazol-5-yl)biphenyl-4-yl]methyl]-pyrimidin-4-(3H)-one), C(CCC)C1=NC(=C(C(N1CC1=CC=C(C=C1)C1=C(C=CC=C1)C1=NN=NN1)=O)CC(=O)N1CCN(CC1)C(C)=O)C (2-n-butyl-5-(4'-acetylpiperazinocarbonylmethyl)-6-methyl-3-[[2'-(1H-tetrazol-5-yl)biphenyl-4-yl]methyl]-pyrimidin-4-(3H)-one). Product: C(CCC)C1=NC(=C(C(N1CC1=CC=C(C=C1)C1=C(C=CC=C1)C1=NN=NN1)=O)CC(=O)N1C(COCC1C)C)C (2-n-butyl-5-(3',5'-dimethylmorpholinocarbonylmethyl)-6-methyl-3-[[2'-(1H-tetrazol-5-yl)biphenyl-4-yl]methyl]-pyrimidin-4-(3H)-one). Reaction SMILES: C(C1N(CC2C=CC(C3C=CC=CC=3C3NN=NN=3)=CC=2)[C:9](=[O:29])C(CC(N2CCSCC2)=O)=C(C)N=1)CCC.[CH2:40]([C:44]1[N:49]([CH2:50][C:51]2[CH:56]=[CH:55][C:54]([C:57]3[CH:62]=[CH:61][CH:60]=[CH:59][C:58]=3[C:63]3[NH:67][N:66]=[N:65][N:64]=3)=[CH:53][CH:52]=2)[C:48](=[O:68])[C:47]([CH2:69][C:70]([N:72]2[CH2:77][CH2:76]N(C)[CH2:74][CH2:73]2)=[O:71])=[C:46]([CH3:79])[N:45]=1)[CH2:41][CH2:42][CH3:43].[CH2:80](C1N(CC2C=CC(C3C=CC=CC=3C3NN=NN=3)=CC=2)C(=O)C(CC(N2CCN(C(=O)C)CC2)=O)=C(C)N=1)CCC>>[CH2:40]([C:44]1[N:49]([CH2:50][C:51]2[CH:56]=[CH:55][C:54]([C:57]3[CH:62]=[CH:61][CH:60]=[CH:59][C:58]=3[C:63]3[NH:64][N:65]=[N:66][N:67]=3)=[CH:53][CH:52]=2)[C:48](=[O:68])[C:47]([CH2:69][C:70]([N:72]2[CH:77]([CH3:76])[CH2:9][O:29][CH2:74][CH:73]2[CH3:80])=[O:71])=[C:46]([CH3:79])[N:45]=1)[CH2:41][CH2:42][CH3:43]. Reported procedure: 2-n-butyl-5-thiomorpholinocarbonylmethyl-6-methyl-3-[[2'-(1H-tetrazol-5-yl)biphenyl-4-yl]methyl]-pyrimidin-4-(3H)-one (Compound 75) 2-n-butyl-5-(4'-methylpiperazinocarbonylmethyl)-6-methyl-3-[[2'-(1H-tetrazol-5-yl)biphenyl-4-yl]methyl]-pyrimidin-4-(3H)-one (Compound 76) 2-n-butyl-5-(4'-acetylpiperazinocarbonylmethyl)-6-methyl-3-[[2'-(1H-tetrazol-5-yl)biphenyl-4-yl]methyl]-pyrimidin-4-(3H)-one (Compound 77) The reactants are C(C)(=O)OCC (ethyl acetate), C(#N)CCOC(=O)C=1C(C(=C(NC1C)COCCCl)C(=O)OCC1=CC=CC=C1)C1=CC(=CC=C1)Cl (2-(2-chloroethoxy) methyl-4-(3-chlorophenyl)-6-methyl-1,4-dihydropyridine-3,5-dicarboxylic acid 3-benzyl ester 5-(2-cyanoethyl) ester). The reagents and catalysts are [C].[Pd] (palladium carbon). The solvent is [H][H] (hydrogen). Product: C(#N)CCOC(=O)C=1C(C(=C(NC1C)COCCCl)C(=O)O)C1=CC(=CC=C1)Cl (2-(2-chloroethoxy) methyl-4-(3-chlorophenyl)-6-methyl-1,4-dihydropyridine-3,5-dicarboxylic acid 5-(2-cyanoethyl) ester). RXN SMILES: C(OCC)(=O)C.[C:7]([CH2:9][CH2:10][O:11][C:12]([C:14]1[CH:15]([C:36]2[CH:41]=[CH:40][CH:39]=[C:38]([Cl:42])[CH:37]=2)[C:16]([C:26]([O:28]CC2C=CC=CC=2)=[O:27])=[C:17]([CH2:21][O:22][CH2:23][CH2:24][Cl:25])[NH:18][C:19]=1[CH3:20])=[O:13])#[N:8]>[H][H].[C].[Pd]>[C:7]([CH2:9][CH2:10][O:11][C:12]([C:14]1[CH:15]([C:36]2[CH:41]=[CH:40][CH:39]=[C:38]([Cl:42])[CH:37]=2)[C:16]([C:26]([OH:28])=[O:27])=[C:17]([CH2:21][O:22][CH2:23][CH2:24][Cl:25])[NH:18][C:19]=1[CH3:20])=[O:13])#[N:8] |f:3.4|. Procedure: 5 ml of ethyl acetate and 10% palladium carbon were added to 340 mg (0.640 mmol) of 2-(2-chloroethoxy) methyl-4-(3-chlorophenyl)-6-methyl-1,4-dihydropyridine-3,5-dicarboxylic acid 3-benzyl ester 5-(2-cyanoethyl) ester. The obtained solution was stirred at room temperature in hydrogen atmosphere under normal pressure for 8 hours. After filtering the reaction mixture, the filtrate was evaporated under reduced pressure to obtain the title compound. The reactants are CCOC(C)=O, CCOC(C)=O, Cl, CCCOc1ccc(F)c2c(=O)c(-c3ccc(OC)cc3)cn(COP(=O)(OC(C)(C)C)OC(C)(C)C)c12. Product: CCCOc1ccc(F)c2c(=O)c(-c3ccc(OC)cc3)cn(CCl)c12. RXN SMILES: [CH2:1]([O:2][C:3](=[O:4])[CH3:5])[CH3:6].[CH3:46][CH2:47][O:48][C:49](=[O:50])[CH3:51].[ClH:7].[P:8]([O:9][CH2:21][n:22]1[cH:23][c:24](-[c:38]2[cH:39][cH:40][c:41]([O:44][CH3:45])[cH:42][cH:43]2)[c:25](=[O:37])[c:26]2[c:27]([F:36])[cH:28][cH:29][c:30]([O:32][CH2:33][CH2:34][CH3:35])[c:31]12)([O:10][C:11]([CH3:12])([CH3:13])[CH3:14])([O:15][C:16]([CH3:17])([CH3:18])[CH3:19])=[O:20]>>[Cl:7][CH2:21][n:22]1[cH:23][c:24](-[c:38]2[cH:39][cH:40][c:41]([O:44][CH3:45])[cH:42][cH:43]2)[c:25](=[O:37])[c:26]2[c:27]([F:36])[cH:28][cH:29][c:30]([O:32][CH2:33][CH2:34][CH3:35])[c:31]12. Starting materials: ClC1=CC(=C(N=N1)C(=O)N)NC1=NN(C=C1)C (6-Chloro-4-(1-methyl-1H-pyrazol-3-ylamino)-pyridazine-3-carboxylic acid amide), N[C@H]1[C@H](CCCC1)NC(OC(C)(C)C)=O (tert-butyl (1S,2R)-2-aminocyclohexylcarbamate), N[C@H]1[C@H](CCCC1)NC(OC(C)(C)C)=O (tert-butyl (1S,2R)-2-aminocyclohexylcarbamate). Run in C(C)(=O)OCC (ethyl acetate), O (water), CN1C(CCC1)=O (N-methylpyrrolidinone). Conditions: temperature 150 celsius. Product: C(C)(C)(C)OC(N[C@@H]1[C@@H](CCCC1)NC=1N=NC(=C(C1)NC1=NN(C=C1)C)C(N)=O)=O ({(1S,2R)-2-[6-carbamoyl-5-(1-methyl-1H-pyrazol-3-ylamino)-pyridazin-3-ylamino]-cyclohexyl}-carbamic acid tert-butyl ester). The yield is 17.6%. As a reaction SMILES: Cl[C:2]1[N:7]=[N:6][C:5]([C:8]([NH2:10])=[O:9])=[C:4]([NH:11][C:12]2[CH:16]=[CH:15][N:14]([CH3:17])[N:13]=2)[CH:3]=1.[NH2:18][C@@H:19]1[CH2:24][CH2:23][CH2:22][CH2:21][C@@H:20]1[NH:25][C:26](=[O:32])[O:27][C:28]([CH3:31])([CH3:30])[CH3:29]>CN1CCCC1=O.C(OCC)(=O)C.O>[C:28]([O:27][C:26](=[O:32])[NH:25][C@H:20]1[CH2:21][CH2:22][CH2:23][CH2:24][C@H:19]1[NH:18][C:2]1[N:7]=[N:6][C:5]([C:8](=[O:9])[NH2:10])=[C:4]([NH:11][C:12]2[CH:16]=[CH:15][N:14]([CH3:17])[N:13]=2)[CH:3]=1)([CH3:31])([CH3:29])[CH3:30]. Procedure: 6-Chloro-4-(1-methyl-1H-pyrazol-3-ylamino)-pyridazine-3-carboxylic acid amide (60 mg, 0.237 mmol) and tert-butyl (1S,2R)-2-aminocyclohexylcarbamate (102 mg, 0.475 mmol) were dissolved in N-methylpyrrolidinone (1.5 mL). The reaction mixture was heated at 150° C. for 16 h, then additional tert-butyl (1S,2R)-2-aminocyclohexylcarbamate (100 mg, 0.47 mmol total) was added in three portions over 6 d. The reaction mixture was cooled, diluted with ethyl acetate and water, and extracted with ethyl acetat...